This data is from the Open Reaction Database (ORD), a public repository of structured organic reaction records. The task is: describe an organic reaction: reactants, conditions, products, and yield The reactants are C(C1=CC=CC=C1)OC1=CC(N(C=C1)C=1C=C2C=NN(C2=CC1)CCCl)=O (4-(benzyloxy)-1-(1-(2-chloroethyl)-1H-indazol-5-yl)pyridin-2(1H)-one), C(=O)([O-])[O-].[Cs+].[Cs+] (Cs2CO3), OC[C@@H]1NCCC1 ((R)-2-hydroxymethylpyrrolidine). Solvent: CN(C)C=O (DMF), O (H2O). Reaction conditions: temperature 90 celsius. The product is C(C1=CC=CC=C1)OC1=CC(N(C=C1)C=1C=C2C=NN(C2=CC1)CCN1[C@H](CCC1)CO)=O ((R)-4-(Benzyloxy)-1-(1-(2-(2-(hydroxymethyl)pyrrolidin-1-yl)ethyl)-1H-indazol-5-yl)pyridin-2(1H)-one). Yield: 16.9%. Reaction SMILES: [CH2:1]([O:8][C:9]1[CH:14]=[CH:13][N:12]([C:15]2[CH:16]=[C:17]3[C:21](=[CH:22][CH:23]=2)[N:20]([CH2:24][CH2:25]Cl)[N:19]=[CH:18]3)[C:11](=[O:27])[CH:10]=1)[C:2]1[CH:7]=[CH:6][CH:5]=[CH:4][CH:3]=1.C([O-])([O-])=O.[Cs+].[Cs+].[OH:34][CH2:35][C@H:36]1[CH2:40][CH2:39][CH2:38][NH:37]1>CN(C=O)C.O>[CH2:1]([O:8][C:9]1[CH:14]=[CH:13][N:12]([C:15]2[CH:16]=[C:17]3[C:21](=[CH:22][CH:23]=2)[N:20]([CH2:24][CH2:25][N:37]2[CH2:38][CH2:39][CH2:40][C@@H:36]2[CH2:35][OH:34])[N:19]=[CH:18]3)[C:11](=[O:27])[CH:10]=1)[C:2]1[CH:7]=[CH:6][CH:5]=[CH:4][CH:3]=1 |f:1.2.3|. Reported procedure: To a solution of 4-(benzyloxy)-1-(1-(2-chloroethyl)-1H-indazol-5-yl)pyridin-2(1H)-one (0.15 g, 0.40 mmol) in DMF (2.1 mL) was added Cs2CO3 (0.64 g, 2.0 mmol) and (R)-2-hydroxymethylpyrrolidine (0.78 mL, 7.9 mmol). The reaction mixture was heated at 90° C. for 3 h. The reaction mixture was cooled and diluted with H2O (25 mL) and was extracted with EtOAc (3×20 mL) The organic extracts were washed with brine (2×20 mL), dried (Na2SO4), filtered and concentrated. Purification by flash chromatography ... Starting materials: CCN(C(C)C)C(C)C, CCOC(=O)Cl, ClCCl, NCCO, O=C1CCC(=O)N1O. The product is CCOC(=O)NCCO. Reaction SMILES: [CH:15]([N:16]([CH2:17][CH3:18])[CH:19]([CH3:20])[CH3:21])([CH3:22])[CH3:23].[Cl:1][C:2](=[O:3])[O:4][CH2:5][CH3:6].[Cl:28][CH2:29][Cl:30].[NH2:24][CH2:25][CH2:26][OH:27].[OH:7][N:8]1[C:9](=[O:10])[CH2:11][CH2:12][C:13]1=[O:14]>>[C:2](=[O:3])([O:4][CH2:5][CH3:6])[NH:24][CH2:25][CH2:26][OH:27]. Starting materials: CC1(C(CC1=O)=O)C1=CC=CC=C1 (2-methyl-2-phenyl-cyclobutane-1,3-dione), C1=C(C=CC2=CC=CC=C12)C(O)C1=CC=CC=C1 (naphthalen-2-yl-phenyl-methanol). Yields the product OC1=C(C(C1(C1=CC=CC=C1)C)=O)C(C1=CC=CC=C1)C1=CC2=CC=CC=C2C=C1 (3-Hydroxy-4-methyl-2-(naphthalen-2-yl-phenyl-methyl)-4-phenyl-cyclobut-2-enone). As a reaction SMILES: [CH3:1][C:2]1([C:8]2[CH:13]=[CH:12][CH:11]=[CH:10][CH:9]=2)[C:5](=[O:6])[CH2:4][C:3]1=[O:7].[CH:14]1[C:23]2[C:18](=[CH:19][CH:20]=[CH:21][CH:22]=2)[CH:17]=[CH:16][C:15]=1[CH:24]([C:26]1[CH:31]=[CH:30][CH:29]=[CH:28][CH:27]=1)O>>[OH:6][C:5]1[C:2]([CH3:1])([C:8]2[CH:13]=[CH:12][CH:11]=[CH:10][CH:9]=2)[C:3](=[O:7])[C:4]=1[CH:24]([C:15]1[CH:16]=[CH:17][C:18]2[C:23](=[CH:22][CH:21]=[CH:20][CH:19]=2)[CH:14]=1)[C:26]1[CH:27]=[CH:28][CH:29]=[CH:30][CH:31]=1. Procedure: Using general procedure D, 2-methyl-2-phenyl-cyclobutane-1,3-dione (Lit. 1) was reacted with naphthalen-2-yl-phenyl-methanol to give the title compound as a colorless solid. MS: 389.5 ([M−H]−). Starting materials: CCOC(=O)C1CC(c2ccc(CC)cc2)CN(C(=O)N2CCC(O)CC2)C1, [Li+], C1COCCO1, [OH-], O. The product is CCc1ccc(C2CC(C(=O)O)CN(C(=O)N3CCC(O)CC3)C2)cc1. As a reaction SMILES: [CH2:1]([CH3:2])[c:3]1[cH:4][cH:5][c:6]([CH:9]2[CH2:10][CH:11]([C:24](=[O:25])[O:26][CH2:27][CH3:28])[CH2:12][N:13]([C:15](=[O:16])[N:17]3[CH2:18][CH2:19][CH:20]([OH:23])[CH2:21][CH2:22]3)[CH2:14]2)[cH:7][cH:8]1.[Li+:29].[O:31]1[CH2:32][CH2:33][O:34][CH2:35][CH2:36]1.[OH-:30].[OH2:37]>>[CH2:1]([CH3:2])[c:3]1[cH:4][cH:5][c:6]([CH:9]2[CH2:10][CH:11]([C:24](=[O:25])[OH:26])[CH2:12][N:13]([C:15](=[O:16])[N:17]3[CH2:18][CH2:19][CH:20]([OH:23])[CH2:21][CH2:22]3)[CH2:14]2)[cH:7][cH:8]1.